This data is from the Open Reaction Database (ORD), a public repository of structured organic reaction records. The task is: describe an organic reaction: reactants, conditions, products, and yield The reactants are CN1CCNCC1, CN1CCCC1=O, N#Cc1cncc(-c2cccc(-c3ccc(C=O)s3)c2)c1Nc1ccc2[nH]ccc2c1, ClCCl. Product: CN1CCN(Cc2ccc(-c3cccc(-c4cncc(C#N)c4Nc4ccc5[nH]ccc5c4)c3)s2)CC1. Reaction SMILES: [CH3:32][N:33]1[CH2:34][CH2:35][NH:36][CH2:37][CH2:38]1.[CH3:42][N:43]1[CH2:44][CH2:45][CH2:46][C:47]1=[O:48].[CH:1](=[O:2])[c:3]1[cH:4][cH:5][c:6](-[c:8]2[cH:9][c:10](-[c:14]3[cH:15][n:16][cH:17][c:18]([C:19]#[N:20])[c:21]3[NH:22][c:23]3[cH:24][c:25]4[cH:26][cH:27][nH:28][c:29]4[cH:30][cH:31]3)[cH:11][cH:12][cH:13]2)[s:7]1.[Cl:39][CH2:40][Cl:41]>>[CH2:1]([c:3]1[cH:4][cH:5][c:6](-[c:8]2[cH:9][c:10](-[c:14]3[cH:15][n:16][cH:17][c:18]([C:19]#[N:20])[c:21]3[NH:22][c:23]3[cH:24][c:25]4[cH:26][cH:27][nH:28][c:29]4[cH:30][cH:31]3)[cH:11][cH:12][cH:13]2)[s:7]1)[N:36]1[CH2:35][CH2:34][N:33]([CH3:32])[CH2:38][CH2:37]1.